Task: describe an organic reaction: reactants, conditions, products, and yield. Dataset: the Open Reaction Database (ORD), a public repository of structured organic reaction records The reactants are C1(CC1)NC([C@H]([C@H](CCC)N(CC1=CC=CC=C1)CC1=CC=CC=C1)O)=O ((2S,3S)—N-cyclopropyl-3-(dibenzylamino)-2-hydroxyhexanamide). Reagents/catalysts: [OH-].[OH-].[Pd+2] (palladium hydroxide on carbon). The solvent is CO (methanol). Reaction conditions: time 2 hour. Product: N[C@H]([C@@H](C(=O)NC1CC1)O)CCC ((2S,3S)-3-amino-N-cyclopropyl-2-hydroxyhexanamide). Isolated yield 92.2%. Reaction SMILES: [CH:1]1([NH:4][C:5](=[O:27])[C@@H:6]([OH:26])[C@@H:7]([N:11](CC2C=CC=CC=2)CC2C=CC=CC=2)[CH2:8][CH2:9][CH3:10])[CH2:3][CH2:2]1>CO.[OH-].[OH-].[Pd+2]>[NH2:11][C@@H:7]([CH2:8][CH2:9][CH3:10])[C@H:6]([OH:26])[C:5]([NH:4][CH:1]1[CH2:2][CH2:3]1)=[O:27] |f:2.3.4|. Procedure: To a solution of (2S,3S)—N-cyclopropyl-3-(dibenzylamino)-2-hydroxyhexanamide (35.0 g) in methanol (350 mL) was carefully added palladium hydroxide on carbon (20% Pd(OH)2/C, 7.0 g), and the mixture was stirred under hydrogen at 50 psi for 2 hours. The mixture was filtered through Celite, and washed with methanol (150 mL). The solvent was evaporated under reduced pressure, to provide a light yellow solid, which was further washed with hexanes (2×75 mL), to give (2S,3S)-3-amino-N-cyclopropyl-2-hydr... Starting materials: OC1=CC(=C(C(=C1)C)C1=CC(=CC=C1)COC1=CC=C(C=C1)CCC(=O)OC(C)(C)C)C (tert-butyl 3-{4-[(4′-hydroxy-2′,6′-dimethylbiphenyl-3-yl)methoxy]phenyl}propanoate), C(C)SCCO (2-(ethylthio)ethanol), C(CCC)P(CCCC)CCCC (tributylphosphine), N(=NC(=O)N1CCCCC1)C(=O)N1CCCCC1 (1,1′-(azodicarbonyl)dipiperidine), C(C)SCCO (2-(ethylthio)ethanol), C(CCC)P(CCCC)CCCC (tributylphosphine), N(=NC(=O)N1CCCCC1)C(=O)N1CCCCC1 (1,1′-(azodicarbonyl)dipiperidine). The solvent is O1CCCC1 (tetrahydrofuran), C(C)OCC (Diethyl ether). The product is C(C)SCCOC1=CC(=C(C(=C1)C)C1=CC(=CC=C1)COC1=CC=C(C=C1)CCC(=O)OC(C)(C)C)C (tert-butyl 3-[4-({4′-[2-(ethylthio)ethoxy]-2′,6′-dimethylbiphenyl-3-yl}methoxy)phenyl]propanoate). Yield: 68.8%. Reaction SMILES: [OH:1][C:2]1[CH:7]=[C:6]([CH3:8])[C:5]([C:9]2[CH:14]=[CH:13][CH:12]=[C:11]([CH2:15][O:16][C:17]3[CH:22]=[CH:21][C:20]([CH2:23][CH2:24][C:25]([O:27][C:28]([CH3:31])([CH3:30])[CH3:29])=[O:26])=[CH:19][CH:18]=3)[CH:10]=2)=[C:4]([CH3:32])[CH:3]=1.[CH2:33]([S:35][CH2:36][CH2:37]O)[CH3:34].C(P(CCCC)CCCC)CCC.N(C(N1CCCCC1)=O)=NC(N1CCCCC1)=O>O1CCCC1.C(OCC)C>[CH2:33]([S:35][CH2:36][CH2:37][O:1][C:2]1[CH:3]=[C:4]([CH3:32])[C:5]([C:9]2[CH:14]=[CH:13][CH:12]=[C:11]([CH2:15][O:16][C:17]3[CH:22]=[CH:21][C:20]([CH2:23][CH2:24][C:25]([O:27][C:28]([CH3:29])([CH3:31])[CH3:30])=[O:26])=[CH:19][CH:18]=3)[CH:10]=2)=[C:6]([CH3:8])[CH:7]=1)[CH3:34]. Procedure details: To a solution of tert-butyl 3-{4-[(4′-hydroxy-2′,6′-dimethylbiphenyl-3-yl)methoxy]phenyl}propanoate (1.69 g, 3.91 mmol), 2-(ethylthio)ethanol (0.46 mL, 4.30 mmol) and tributylphosphine (1.46 mL, 5.86 mmol) in tetrahydrofuran (33 mL) was added 1,1′-(azodicarbonyl)dipiperidine (1.48 g, 5.86 mmol) at room temperature with stirring. The reaction mixture was stirred at room temperature for 16 hrs., and an equivalent amount of the aforementioned reagents (2-(ethylthio)ethanol, tributylphosphine and 1,...